Dataset: the Open Reaction Database (ORD), a public repository of structured organic reaction records. Task: describe an organic reaction: reactants, conditions, products, and yield Yield: 98.0%. As a reaction SMILES: [C:1]([O:5][C:6]([N:8]1[CH2:12][CH:11]([OH:13])[CH2:10][N:9]1[C:14]([O:16][CH2:17][C:18]1[CH:23]=[CH:22][CH:21]=[CH:20][CH:19]=1)=[O:15])=[O:7])([CH3:4])([CH3:3])[CH3:2].[CH3:24][C:25]([CH3:30])([CH3:29])[C:26](Cl)=[O:27].ClCCl>N1C=CC=CC=1.CN(C)C1C=CN=CC=1>[C:1]([O:5][C:6]([N:8]1[CH2:12][CH:11]([O:13][C:26](=[O:27])[C:25]([CH3:30])([CH3:29])[CH3:24])[CH2:10][N:9]1[C:14]([O:16][CH2:17][C:18]1[CH:23]=[CH:22][CH:21]=[CH:20][CH:19]=1)=[O:15])=[O:7])([CH3:4])([CH3:2])[CH3:3]. The reagents and catalysts are CN(C1=CC=NC=C1)C (4-Dimethylamino-pyridine). Solvent: N1=CC=CC=C1 (pyridine). Reactants: CC(C(=O)Cl)(C)C (trimethylacetyl chloride), C(C)(C)(C)OC(=O)N1N(CC(C1)O)C(=O)OCC1=CC=CC=C1 (4-Hydroxypyrazolidine-1,2-dicarboxylic acid 1-benzyl ester 2-tert-butyl ester), ClCCl (Dichloro-methane). Reaction conditions: time 12 hour. Procedure details: 4-Hydroxypyrazolidine-1,2-dicarboxylic acid 1-benzyl ester 2-tert-butyl ester, 28, (1.42 mg, 4.40 mmol) is dissolved in pyridine (22 mL). 4-Dimethylamino-pyridine (10 mg) is added followed by trimethylacetyl chloride (1.63 mL, 13.2 mmol). The reaction is stirred at ambient temperature for 12 hours. The cloudy reaction mixture is then concentrated in vacuo to afford a white residue. Dichloro-methane (75 mL) is added to the residue and the mixture washed with a 1.0 N aqueous solution of hydrochlor... Yields the product C(C)(C)(C)OC(=O)N1N(CC(C1)OC(C(C)(C)C)=O)C(=O)OCC1=CC=CC=C1 (4-(2,2-dimethylpropionyloxy)pyrazolidine-1,2-dicarboxylic acid 1-benzyl ester 2-tert-butyl ester). Starting materials: Met-BTC, Sephadex, N[C@@H](CCSC)C(=O)O (methionine), C(C=O)(=O)O (glyoxylic acid), N1=CC=CC=C1 (pyridine), P(=O)([O-])([O-])[O-] (phosphate). Reagents/catalysts: S(=O)(=O)([O-])[O-].[Cu+2] (copper sulfate). The solvent is NC(=O)N (urea), NC(=O)N (urea). Run at time 1 hour. Yields the product CC1=CC(=C(C=C1)N)N (tolylene-3,4-diamine). Reaction SMILES: [NH2:1][C@H](C(O)=O)CCSC.[C:10](O)(=O)[CH:11]=O.[N:15]1[CH:20]=[CH:19][CH:18]=[CH:17][CH:16]=1.P([O-])([O-])([O-])=O>NC(N)=O.S([O-])([O-])(=O)=O.[Cu+2]>[CH3:16][C:17]1[CH:11]=[CH:10][C:20]([NH2:15])=[C:19]([NH2:1])[CH:18]=1 |f:5.6|. Procedure details: Forty mg of Met-BTC having methionine at its N-terminal obtained in Reference Example 4 was dissolved in 4 ml of 3 M urea solution. To the mixture was added a solution containing 50 mM copper sulfate 0.5 ml, glyoxylic acid 0.25 g and pyridine 0.5 ml and allowed to stand at 25° C. for 1 hour. The reaction solution was passed through Sephadex G-25 column (25 mmID×600 mmL) equilibrated with 2.5 M urea and 50 mM phosphate buffer solution (pH 6.0) and the column was washed with the same buffer soluti... Reactants: CCOC(=O)Cn1cnc(N)n1, O=C(O)c1ccc(Cl)s1. Yields the product CCOC(=O)Cn1cnc(NC(=O)c2ccc(Cl)s2)n1. RXN SMILES: [CH2:1]([CH3:2])[O:3][C:4]([CH2:5][n:6]1[n:7][c:8]([NH2:11])[n:9][cH:10]1)=[O:12].[Cl:13][c:14]1[cH:15][cH:16][c:17]([C:19](=[O:20])[OH:21])[s:18]1>>[CH2:1]([CH3:2])[O:3][C:4]([CH2:5][n:6]1[n:7][c:8]([NH:11][C:19]([c:17]2[cH:16][cH:15][c:14]([Cl:13])[s:18]2)=[O:20])[n:9][cH:10]1)=[O:12]. Starting materials: ice water, C(=O)C1=C(C(=O)OC)C(=CC=C1)O (methyl 2-formyl-6-hydroxybenzoate), COC1=NC(=NC(=C1)OC)S(=O)(=O)C (4,6-dimethoxy-2-methanesulfonylpyrimidine), C([O-])([O-])=O.[K+].[K+] (potassium carbonate). Solvent: CN(C)C=O (DMF). The product is COC1=NC(=NC(=C1)OC)OC1=C(C(=O)OC)C(=CC=C1)C=O (methyl 2-[(4,6-dimethoxypyrimidin-2-yl)oxy]-6-formylbenzoate). The yield is 56.1%. RXN SMILES: C(=O)([O-])[O-].[K+].[K+].[CH:7]([C:9]1[CH:18]=[CH:17][CH:16]=[C:15]([OH:19])[C:10]=1[C:11]([O:13][CH3:14])=[O:12])=[O:8].[CH3:20][O:21][C:22]1[CH:27]=[C:26]([O:28][CH3:29])[N:25]=[C:24](S(C)(=O)=O)[N:23]=1>CN(C=O)C>[CH3:20][O:21][C:22]1[CH:27]=[C:26]([O:28][CH3:29])[N:25]=[C:24]([O:19][C:15]2[CH:16]=[CH:17][CH:18]=[C:9]([CH:7]=[O:8])[C:10]=2[C:11]([O:13][CH3:14])=[O:12])[N:23]=1 |f:0.1.2|. Reported procedure: 13.8 g of potassium carbonate and 50 ml of DMF were placed in a 200 ml eggplant type flask, and 11.1 g of methyl 2-formyl-6-hydroxybenzoate and 14.6 g of 4,6-dimethoxy-2-methanesulfonylpyrimidine were added thereto with stirring. The mixture was stirred at 80° C. for 1 hour, and the resultant liquor was poured into an ice water after cooling. An oily product thus precipitated was extracted with ethyl acetate, and was dried with magnesium sulfate anhydride. Ethyl acetate was distilled off under r... Reactants: [H-].[Al+3].[Li+].[H-].[H-].[H-] (lithium aluminium hydride), [OH-].[Na+] (sodium hydroxide), N(=[N+]=[N-])C=1C(C2=CC=CC=C2C(C1[C@@H]1CC[C@H](CC1)C1=CC=C(C=C1)Cl)=O)=O (2-azido-3-[trans-4-(4-chlorophenyl)cyclohexyl]-1,4-naphthoquinone). The solvent is O1CCCC1 (THF), O (water), O (water), O1CCCC1 (tetrahydrofuran). Conditions: time 1 hour. The product is NC=1C(C2=CC=CC=C2C(C1[C@@H]1CC[C@H](CC1)C1=CC=C(C=C1)Cl)=O)=O (2-Amino-3-[trans-4-(4-chlorophenyl)cyclohexyl]-1,4-naphthoquinone). Isolated yield 23.8%. Reaction SMILES: [N:1]([C:4]1[C:5](=[O:28])[C:6]2[C:11]([C:12](=[O:27])[C:13]=1[C@H:14]1[CH2:19][CH2:18][C@H:17]([C:20]3[CH:25]=[CH:24][C:23]([Cl:26])=[CH:22][CH:21]=3)[CH2:16][CH2:15]1)=[CH:10][CH:9]=[CH:8][CH:7]=2)=[N+]=[N-].[H-].[Al+3].[Li+].[H-].[H-].[H-].[OH-].[Na+]>O1CCCC1.O>[NH2:1][C:4]1[C:5](=[O:28])[C:6]2[C:11]([C:12](=[O:27])[C:13]=1[C@H:14]1[CH2:15][CH2:16][C@H:17]([C:20]3[CH:25]=[CH:24][C:23]([Cl:26])=[CH:22][CH:21]=3)[CH2:18][CH2:19]1)=[CH:10][CH:9]=[CH:8][CH:7]=2 |f:1.2.3.4.5.6,7.8|. Reported procedure: The impure product of stage (a) (0.9 g) was dissolved in dry tetrahydrofuran (THF) and added dropwise to a suspension of lithium aluminium hydride (2.0 g) in THF. The mixture was stirred at room temperature for 1 hour and then 2.0 ml of water was added dropwise with caution. A current of air was passed through the mixture for 1 hour and then 0.7 g of sodium hydroxide in 6 ml of water was added. The mixture was filtered and washed with THF. The filtrate was evaporated to dryness leaving an amorph... Reactants: CCN(CC)S(F)(F)F, CCOC(C)=O, ClC(Cl)Cl, O=C(OCc1ccccc1)N1CCC(O)(c2ccccc2Cl)CC1, O. Product: O=C(OCc1ccccc1)N1CCC(F)(c2ccccc2Cl)CC1. As a reaction SMILES: [CH2:1]([N:2]([S:3]([F:4])([F:5])[F:7])[CH2:6][CH3:8])[CH3:9].[CH3:39][CH2:40][O:41][C:42](=[O:43])[CH3:44].[CH:10]([Cl:11])([Cl:12])[Cl:13].[Cl:14][c:15]1[c:16]([C:21]2([OH:37])[CH2:22][CH2:23][N:24]([C:27](=[O:28])[O:29][CH2:30][c:31]3[cH:32][cH:33][cH:34][cH:35][cH:36]3)[CH2:25][CH2:26]2)[cH:17][cH:18][cH:19][cH:20]1.[OH2:38]>>[F:7][C:21]1([c:16]2[c:15]([Cl:14])[cH:20][cH:19][cH:18][cH:17]2)[CH2:22][CH2:23][N:24]([C:27](=[O:28])[O:29][CH2:30][c:31]2[cH:32][cH:33][cH:34][cH:35][cH:36]2)[CH2:25][CH2:26]1.